This data is from the Open Reaction Database (ORD), a public repository of structured organic reaction records. The task is: describe an organic reaction: reactants, conditions, products, and yield Starting materials: [BH3-]C#N, CC1(C)OCC(CN)O1, CC(=O)O, CO, CC(C)Oc1ccc(-c2noc(-c3ccc(C=O)cc3)n2)cc1Cl, [Na+]. Product: CC(C)Oc1ccc(-c2noc(-c3ccc(CNCC4COC(C)(C)O4)cc3)n2)cc1Cl. As a reaction SMILES: [C:38]([BH3-:39])#[N:40].[CH3:25][C:26]1([CH3:33])[O:27][CH2:28][CH:29]([CH2:31][NH2:32])[O:30]1.[CH3:34][C:35](=[O:36])[OH:37].[CH3:42][OH:43].[Cl:1][c:2]1[cH:3][c:4](-[c:12]2[n:13][o:14][c:15](-[c:17]3[cH:18][cH:19][c:20]([CH:21]=[O:22])[cH:23][cH:24]3)[n:16]2)[cH:5][cH:6][c:7]1[O:8][CH:9]([CH3:10])[CH3:11].[Na+:41]>>[Cl:1][c:2]1[cH:3][c:4](-[c:12]2[n:13][o:14][c:15](-[c:17]3[cH:18][cH:19][c:20]([CH2:21][NH:32][CH2:31][CH:29]4[CH2:28][O:27][C:26]([CH3:25])([CH3:33])[O:30]4)[cH:23][cH:24]3)[n:16]2)[cH:5][cH:6][c:7]1[O:8][CH:9]([CH3:10])[CH3:11]. The reactants are COC=1C=C(C=CC1OC)S (3,4-Dimethoxythiophenol), C(C=C)(=O)O (acrylic acid). The solvent is C(C)(=O)OCC (ethyl acetate). Conditions: time 22.4 hour. Yields the product COC=1C=C(C=CC1OC)SCCC(=O)O (3-(3,4-dimethoxyphenylthio)propanoic acid). Yield: 76.7%. As a reaction SMILES: [CH3:1][O:2][C:3]1[CH:4]=[C:5]([SH:11])[CH:6]=[CH:7][C:8]=1[O:9][CH3:10].[C:12]([OH:16])(=[O:15])[CH:13]=[CH2:14]>C(OCC)(=O)C>[CH3:1][O:2][C:3]1[CH:4]=[C:5]([S:11][CH2:14][CH2:13][C:12]([OH:16])=[O:15])[CH:6]=[CH:7][C:8]=1[O:9][CH3:10]. Procedure details: 3,4-Dimethoxythiophenol (5.00 g, 29 mmol) was placed in a flask with acrylic acid (2.27 g, 32 mmol) and stirred at room temperature for 22.4 hours. The reaction mixture solidified, was dissolved in ethyl acetate and extracted with 10% Na2CO3. The aqueous layer was acidified with concentrated hydrochloric acid, extracted with ether, dried over MgSO4, and concentrated in vacuo to give 3-(3,4-dimethoxyphenylthio)propanoic acid (5.39 g, 76%), contaminated with some acrylic acid, as a white solid whi...